This data is from the Open Reaction Database (ORD), a public repository of structured organic reaction records. The task is: describe an organic reaction: reactants, conditions, products, and yield Reactants: IC1=CC=2CC3=CC=CC=C3C2C=C1 (2-iodofluorene), bis[triphenylphosphine]palladium dichloride, C[Si](C)(C)C#C (trimethylsilylacetylene). The reagents and catalysts are [Cu](I)I (copper iodide). The solvent is CN(C)C (trimethylamine). Conditions: time 8 hour. Product: C[Si](C#CC1=CC=CC=2C3=CC=CC=C3CC12)(C)C (2-trimethylsilylethynyl fluorene). The yield is 84.9%. Reaction SMILES: I[C:2]1[CH:14]=[CH:13][C:12]2[C:11]3[C:6](=[CH:7][CH:8]=[CH:9][CH:10]=3)[CH2:5][C:4]=2[CH:3]=1.[CH3:15][Si:16]([C:19]#[CH:20])([CH3:18])[CH3:17]>[Cu](I)I.CN(C)C>[CH3:15][Si:16]([CH3:18])([CH3:17])[C:19]#[C:20][C:3]1[C:4]2[CH2:5][C:6]3[C:11](=[CH:10][CH:9]=[CH:8][CH:7]=3)[C:12]=2[CH:13]=[CH:14][CH:2]=1. Procedure: Thereafter, to 150 ml of trimethylamine were added 7.89 g of 2-iodofluorene, 379 mg (0.54 mmol) of bis[triphenylphosphine]palladium dichloride and 51 mg (0.27 mmol) of copper iodide. 4.2 ml (29.7 mmol) of trimethylsilylacetylene was added slowly to the reaction mixture. After the reaction was stirred for 8 h at room temperature, solvent was removed under reduced pressure. The residue was extracted with benzene and the benzene layer was washed with distilled water. The washed benzene layer was co...